This data is from the Open Reaction Database (ORD), a public repository of structured organic reaction records. The task is: describe an organic reaction: reactants, conditions, products, and yield Starting materials: FC(C(=O)O)(F)F.CN(CCN1C(C(CCCC1)(C1=CC(=CC=C1)OC)CC)=O)C (1-(2-dimethylamino-ethyl)-3-ethyl-3-(3-methoxy-phenyl)-azepan-2-one Trifluoroacetate), B(Br)(Br)Br (BBr3). Solvent: C(Cl)Cl (CH2Cl2). Conditions: temperature 25 celsius, time 2 hour. Yields the product FC(C(=O)O)(F)F.CN(CCN1C(C(CCCC1)(C1=CC(=CC=C1)O)CC)=O)C (1-(2-dimethylamino-ethyl)-3-ethyl-3-(3-hydroxy-phenyl)-azepan-2-one Trifluoroacetate). RXN SMILES: [F:1][C:2]([F:7])([F:6])[C:3]([OH:5])=[O:4].[CH3:8][N:9]([CH3:30])[CH2:10][CH2:11][N:12]1[CH2:18][CH2:17][CH2:16][CH2:15][C:14]([CH2:27][CH3:28])([C:19]2[CH:24]=[CH:23][CH:22]=[C:21]([O:25]C)[CH:20]=2)[C:13]1=[O:29].B(Br)(Br)Br>C(Cl)Cl>[F:1][C:2]([F:7])([F:6])[C:3]([OH:5])=[O:4].[CH3:30][N:9]([CH3:8])[CH2:10][CH2:11][N:12]1[CH2:18][CH2:17][CH2:16][CH2:15][C:14]([CH2:27][CH3:28])([C:19]2[CH:24]=[CH:23][CH:22]=[C:21]([OH:25])[CH:20]=2)[C:13]1=[O:29] |f:0.1,4.5|. Procedure: To a solution of 1-(2-dimethylamino-ethyl)-3-ethyl-3-(3-methoxy-phenyl)-azepan-2-one Trifluoroacetate (as described above in Step A) (0.1 g, 0.23 mmol) in CH2Cl2 (10 mL) at −78° C. was added BBr3 (1M, 0.46 mL, 0.46 mmol). After stirring for 2 hr at 25° C. the reaction mixture was quenched with H2O, the solvents removed in vacuo, and the residue purified by prep RP HPLC to obtain the title compound. Reactants: CN1CCN(CC1)C (N,N'-di-methylpiperazine), ClC(=O)OC(C)Cl (α-chloroethyl chloroformate). Yields the product ClC(C)OC(=O)N1CCN(CC1)C (N-α-chloroethoxycarbonyl N'-methyl piperazine). Reaction SMILES: [CH3:1][N:2]1[CH2:7][CH2:6][N:5](C)[CH2:4][CH2:3]1.Cl[C:10]([O:12][CH:13]([Cl:15])[CH3:14])=[O:11]>>[Cl:15][CH:13]([O:12][C:10]([N:5]1[CH2:6][CH2:7][N:2]([CH3:1])[CH2:3][CH2:4]1)=[O:11])[CH3:14]. Procedure: In a similar manner, N,N'-di-methylpiperazine is reacted with α-chloroethyl chloroformate (ACE-Cl) to give the intermediate N-α-chloroethoxycarbonyl N'-methyl piperazine, which is then dehydrohalogenated as in Example 21b to give N-(vinyloxycarbonyl)N'-methylpiperazine.